This data is from the Open Reaction Database (ORD), a public repository of structured organic reaction records. The task is: describe an organic reaction: reactants, conditions, products, and yield The reactants are C(CC#C)O (3-butyn-1-ol), N1=CC=CC=C1 (pyridine), C1(=CC=C(C=C1)S(=O)(=O)Cl)C (p-toluenesulfonyl chloride). Run in C(Cl)Cl (CH2Cl2), C(Cl)Cl (CH2Cl2). Run at time 16 hour. Yields the product CC1=CC=C(C=C1)S(=O)(=O)OCCC#C (but-3-ynyl 4-methylbenzenesulfonate). Isolated yield 15.7%. RXN SMILES: [CH2:1]([OH:5])[CH2:2][C:3]#[CH:4].N1C=CC=CC=1.[C:12]1([CH3:22])[CH:17]=[CH:16][C:15]([S:18](Cl)(=[O:20])=[O:19])=[CH:14][CH:13]=1>C(Cl)Cl>[CH3:22][C:12]1[CH:17]=[CH:16][C:15]([S:18]([O:5][CH2:1][CH2:2][C:3]#[CH:4])(=[O:20])=[O:19])=[CH:14][CH:13]=1. Procedure: To a mixture of 3-butyn-1-ol (0.5 g, 8.3 mmol) in CH2Cl2 (20 mL) and pyridine (1.7 mL, 33.2 mmol) was added p-toluenesulfonyl chloride (1.7 g, 8.7 mmol). This mixture was stirred at ambient temperature for 16 h then diluted with CH2Cl2 (20 mL) and quenched with aqueous 1% HCl (5 mL). The layers were separated and the organic layer was washed with aqueous 1% HCl (5 mL) and brine (5 mL). The organic layer was dried over anhydrous Na2SO4, filtered, concentrated under reduced pressure and purified v... The reactants are [AlH4-], CS(C)=O, Cc1nc(-c2cn3c(n2)-c2ccc(C#N)cc2OCC3)n(-c2ccc(F)cc2F)n1, [Li+], C1CCOC1. The product is Cc1nc(-c2cn3c(n2)-c2ccc(CN)cc2OCC3)n(-c2ccc(F)cc2F)n1. As a reaction SMILES: [AlH4-:32].[CH3:33][S:34]([CH3:35])=[O:36].[F:1][c:2]1[c:3](-[n:9]2[n:10][c:11]([CH3:30])[n:12][c:13]2-[c:14]2[cH:15][n:16]3[c:22]([n:23]2)-[c:21]2[c:20]([cH:27][c:26]([C:28]#[N:29])[cH:25][cH:24]2)[O:19][CH2:18][CH2:17]3)[cH:4][cH:5][c:6]([F:8])[cH:7]1.[Li+:31].[O:37]1[CH2:38][CH2:39][CH2:40][CH2:41]1>>[F:1][c:2]1[c:3](-[n:9]2[n:10][c:11]([CH3:30])[n:12][c:13]2-[c:14]2[cH:15][n:16]3[c:22]([n:23]2)-[c:21]2[c:20]([cH:27][c:26]([CH2:28][NH2:29])[cH:25][cH:24]2)[O:19][CH2:18][CH2:17]3)[cH:4][cH:5][c:6]([F:8])[cH:7]1. Reactants: C(C)(C)(C)OC(=O)NC1=C(C=NC=C1)C (4-tert-Butoxycarbonylamino-3-methylpyridine), C(C)(C)(C)[Li] (t-butyllithium), CON(C(C1=CC=CC=C1)=O)C (N-methoxy-N-methylbenzamide). Yields the product C1(=CC=CC=C1)C1=CC=2C=NC=CC2N1 (2-Phenyl-1H-pyrrolo[3,2-c]pyridine). As a reaction SMILES: C(O[C:6]([NH:8][C:9]1[CH:14]=[CH:13][N:12]=[CH:11][C:10]=1[CH3:15])=O)(C)(C)C.C([Li])(C)(C)C.CON(C)C(=O)[C:25]1[CH:30]=[CH:29][CH:28]=[CH:27][CH:26]=1>>[C:25]1([C:6]2[NH:8][C:9]3[CH:14]=[CH:13][N:12]=[CH:11][C:10]=3[CH:15]=2)[CH:30]=[CH:29][CH:28]=[CH:27][CH:26]=1. Procedure: 4-tert-Butoxycarbonylamino-3-methylpyridine (Example 11a, 1.0 g, 4.8 mmol) was dilithiated with t-butyllithium and treated with N-methoxy-N-methylbenzamide (0.95 g, 5.76 mmol) as described previously. The crude product was purified by trituration with ethyl acetate to afford the title compound as a pale beige solid; yield: 0.59 g (63%); mp 276°-278°C.[Lit. mp 282°-283° C.]. The reactants are BrCCCCCCBr (1,6-dibromohexane), [Na] (sodium), C(C)(C)O (isopropanol), [Na] (sodium). Reaction conditions: time 16 hour. Product: BrCCCCCCOC(C)C (1-bromo-6-isopropoxy-hexane). Reaction SMILES: [Na].[CH:2]([OH:5])([CH3:4])[CH3:3].[Br:6][CH2:7][CH2:8][CH2:9][CH2:10][CH2:11][CH2:12]Br>>[Br:6][CH2:7][CH2:8][CH2:9][CH2:10][CH2:11][CH2:12][O:5][CH:2]([CH3:4])[CH3:3] |^1:0|. Procedure: 1.15 g (0.05 mol) of finely cut sodium are added to 30 g (0.5 mol) of absolute isopropanol in an atmosphere of nitrogen; the mixture is stirred at 60° for 16 hours in order to dissolve the sodium completely. After cooling to 20°, 12.2 g (0.05 mol) of 1,6-dibromohexane are added and the mixture is stirred at reflux temperature for 18 hours. The precipitated sodium bromide is filtered off, the excess isopropanol is removed and the filtrate is distilled under vacuum. The main fraction (6.0 g), havi...